From a dataset of the Open Reaction Database (ORD), a public repository of structured organic reaction records. describe an organic reaction: reactants, conditions, products, and yield The reactants are CI (Methyl iodide), C1(=CC=CC=C1)C1(CC1)C(=O)O (1-phenylcyclopropane carboxylic acid), C([O-])([O-])=O.[K+].[K+] (potassium carbonate), CN(C=O)C (N,N-dimethylformamide). The solvent is CCOCC (ether). Run at time 1 hour. Product: C1(=CC=CC=C1)C1(CC1)C(=O)OC (methyl 1-phenylcyclopropanecarboxylate). As a reaction SMILES: CI.[C:3]1([C:9]2([C:12]([OH:14])=[O:13])[CH2:11][CH2:10]2)[CH:8]=[CH:7][CH:6]=[CH:5][CH:4]=1.[C:15](=O)([O-])[O-].[K+].[K+].CN(C)C=O>CCOCC>[C:3]1([C:9]2([C:12]([O:14][CH3:15])=[O:13])[CH2:11][CH2:10]2)[CH:8]=[CH:7][CH:6]=[CH:5][CH:4]=1 |f:2.3.4|. Procedure: Methyl iodide (2.8 mL, 0.045 mol) was added to a mixture of 1-phenylcyclopropane carboxylic acid (4.9 g, 0.030 mol) and potassium carbonate (8.3 g, 0.060 mol) in N,N-dimethylformamide (40 mL, 0.5 mol) at room temperature and then stirred for 1 hour. The mixture was diluted with ether, washed with water (×2) and brine successively, dried and concentrated to give the desired product. Starting materials: C(C)(=O)OC(C)=O (acetic anhydride), ClC1=C(C=O)C(=CC(=C1)Cl)OCC1=CC=CC=C1 (2,4-dichloro-6-phenylmethoxybenzaldehyde), [OH-].[K+] (potassium hydroxide), ice, Cl (hydrochloric acid). Solvent: C(C)=O (acetaldehyde), O (water). Conditions: temperature 5 celsius. The product is ClC1=C(/C=C/C=O)C(=CC(=C1)Cl)OCC1=CC=CC=C1 ((E)-2,4-Dichloro-6-phenylmethoxycinnamaldehyde). Isolated yield 33.0%. As a reaction SMILES: [Cl:1][C:2]1[CH:9]=[C:8]([Cl:10])[CH:7]=[C:6]([O:11][CH2:12][C:13]2[CH:18]=[CH:17][CH:16]=[CH:15][CH:14]=2)[C:3]=1[CH:4]=O.[OH-].[K+].[C:21](OC(=O)C)(=[O:23])[CH3:22].Cl>C(=O)C.O>[Cl:1][C:2]1[CH:9]=[C:8]([Cl:10])[CH:7]=[C:6]([O:11][CH2:12][C:13]2[CH:18]=[CH:17][CH:16]=[CH:15][CH:14]=2)[C:3]=1/[CH:4]=[CH:22]/[CH:21]=[O:23] |f:1.2|. Procedure details: A stirred suspension of 2,4-dichloro-6-phenylmethoxybenzaldehyde (15.5 g, 55.1 mmole) in acetaldehyde (30 ml) was cooled to 5° C. and treated with 25% methanolic potassium hydroxide (1.4 ml, 6.24 mmole) at such a rate that the internal temperature was maintained at 25°-30° C. The resulting solution was stirred for 30 minutes in the ice bath, treated with acetic anhydride (30 ml) and then heated at 100° C. for 30 minutes. After cooling to 30° C. the solution was treated with water (84 ml) and 12 ... Starting materials: C(C)OP(OCC)[O-] (diethylphosphite), CC1=CC(CC(C1)C)=O (3,5-dimethyl-2-cyclohexen-1-one), ester. The solvent is Cl (HCl). Yields the product CC1(CC(CC(C1)=O)C)P(OCC)(=O)OCC (Diethyl 1,3-dimethyl-5-oxocyclohexanephosphonate), CC1(CC(CC(C1)=O)C)P(O)(=O)O (1,3-dimethyl-5-oxocyclohexanephosphonic acid). As a reaction SMILES: [CH2:1]([O:3][P:4]([O-:8])[O:5][CH2:6][CH3:7])[CH3:2].[CH3:9][C:10]1[CH2:15][CH:14]([CH3:16])[CH2:13][C:12](=[O:17])[CH:11]=1>Cl>[CH3:16][C:14]1([P:4]([O:5][CH2:6][CH3:7])(=[O:8])[O:3][CH2:1][CH3:2])[CH2:13][C:12](=[O:17])[CH2:11][CH:10]([CH3:9])[CH2:15]1.[CH3:16][C:14]1([P:4]([OH:3])(=[O:5])[OH:8])[CH2:13][C:12](=[O:17])[CH2:11][CH:10]([CH3:9])[CH2:15]1. Reported procedure: Diethyl 1,3-dimethyl-5-oxocyclohexanephosphonate (B.pt. 120°/0.1 mm) was prepared by the base catalysed addition of diethylphosphite to 3,5-dimethyl-2-cyclohexen-1-one. Hydrolysis of the ester in concentrated HCl gave 1,3-dimethyl-5-oxocyclohexanephosphonic acid as a viscous oil. Procedure details: The title compound was prepared by a similar method to Example 36 from (3R)-1-[(2-fluoro-4-pyridinyl)methyl]-3-piperidinol [see Preparation 39] and (2S)-1-(1,3-benzoxazol-2-yl)-2-piperidinecarboxylic acid [see Preparation 3]. The crude product was partly purified by column chromatography on silica gel eluting with a solvent gradient of 3:1 changing to 1:1, by volume, ethyl acetate:hexane, the product was further purified by trituration with 95:5, by volume, hot hexane:ethyl acetate, followed by ... RXN SMILES: [F:1][C:2]1[CH:7]=[C:6]([CH2:8][N:9]2[CH2:14][CH2:13][CH2:12][C@@H:11]([OH:15])[CH2:10]2)[CH:5]=[CH:4][N:3]=1.[O:16]1[C:20]2[CH:21]=[CH:22][CH:23]=[CH:24][C:19]=2[N:18]=[C:17]1[N:25]1[CH2:30][CH2:29][CH2:28][CH2:27][C@H:26]1[C:31](O)=[O:32]>>[O:16]1[C:20]2[CH:21]=[CH:22][CH:23]=[CH:24][C:19]=2[N:18]=[C:17]1[N:25]1[CH2:30][CH2:29][CH2:28][CH2:27][C@H:26]1[C:31]([O:15][C@H:11]1[CH2:12][CH2:13][CH2:14][N:9]([CH2:8][C:6]2[CH:5]=[CH:4][N:3]=[C:2]([F:1])[CH:7]=2)[CH2:10]1)=[O:32]. Yields the product title compound, O1C(=NC2=C1C=CC=C2)N2[C@@H](CCCC2)C(=O)O[C@@H]2CN(CCC2)CC2=CC(=NC=C2)F ((3S)-1-[(2-fluoro-4-pyridinyl)methyl]-3-piperidinyl (2S)-1-(1,3-benzoxazol-2-yl)-2-piperidinecarboxylate). Starting materials: FC1=NC=CC(=C1)CN1C[C@@H](CCC1)O ((3R)-1-[(2-fluoro-4-pyridinyl)methyl]-3-piperidinol), O1C(=NC2=C1C=CC=C2)N2[C@@H](CCCC2)C(=O)O ((2S)-1-(1,3-benzoxazol-2-yl)-2-piperidinecarboxylic acid). Starting materials: BrC=1C(CCC2(CC3=CC(=CC=C3C12)OC)CCCC)=O (4-bromo-9a-butyl-7-methoxy-1,2,9,9a-tetrahydro-3H-fluoren-3-one), [Cu]C#N (copper(I) cyanide). Isolated yield 81.0%. Reaction SMILES: Br[C:2]1[C:3](=[O:21])[CH2:4][CH2:5][C:6]2([CH2:17][CH2:18][CH2:19][CH3:20])[C:14]=1[C:13]1[C:8](=[CH:9][C:10]([O:15][CH3:16])=[CH:11][CH:12]=1)[CH2:7]2.[Cu][C:23]#[N:24]>CN1CCCC1=O>[CH2:17]([C:6]12[CH2:5][CH2:4][C:3](=[O:21])[C:2]([C:23]#[N:24])=[C:14]1[C:13]1[C:8](=[CH:9][C:10]([O:15][CH3:16])=[CH:11][CH:12]=1)[CH2:7]2)[CH2:18][CH2:19][CH3:20]. Yields the product C(CCC)C12CC3=CC(=CC=C3C2=C(C(CC1)=O)C#N)OC (9a-butyl-4-cyano-7-methoxy-1,2,9,9a-tetrahydro-3H-fluoren-3-one). Run in CN1C(CCC1)=O (1-methyl-2-pyrrolidinone). Reaction conditions: temperature 160 celsius. Procedure details: A solution of 4-bromo-9a-butyl-7-methoxy-1,2,9,9a-tetrahydro-3H-fluoren-3-one (50 mg, 0.138 mmol) in anhydrous 1-methyl-2-pyrrolidinone (0.276 mL) was treated with copper(I) cyanide (25 mg, 0.275 mmol). The resulting mixture was stirred under a nitrogen atmosphere and heated in an oil bath at 160° C. for 40 minutes. The mixture was partitioned between EtOAc (20 mL) and water (20 ml). The organic phase was washed with water (2×20 mL) and brine (10 mL), dried over MgSO4, filtered, and evaporated u... Reactants: C(C)(C)[Mg]Br (iso-Propylmagnesium bromide), O[C@H]1CC[C@H](CC1)NCCC1(CN(CCC1)C(=O)OC(C)(C)C)C(=O)OCC (1-tert-butyl 3-ethyl 3-{2-[(cis-4-hydroxycyclohexyl)amino]ethyl}piperidine-1,3-dicarboxylate). Solvent: O (water). Run at time 1 hour. The product is O[C@H]1CC[C@H](CC1)N1C(C2(CC1)CN(CCC2)C(=O)OC(C)(C)C)=O (tert-butyl 2-(cis-4-hydroxycyclohexyl)-1-oxo-2,7-diazaspiro[4.5]decane-7-carboxylate). Isolated yield 82.1%. Reaction SMILES: C([Mg]Br)(C)C.[OH:6][C@@H:7]1[CH2:12][CH2:11][C@H:10]([NH:13][CH2:14][CH2:15][C:16]2([C:29](OCC)=[O:30])[CH2:21][CH2:20][CH2:19][N:18]([C:22]([O:24][C:25]([CH3:28])([CH3:27])[CH3:26])=[O:23])[CH2:17]2)[CH2:9][CH2:8]1>O>[OH:6][C@@H:7]1[CH2:12][CH2:11][C@H:10]([N:13]2[CH2:14][CH2:15][C:16]3([CH2:21][CH2:20][CH2:19][N:18]([C:22]([O:24][C:25]([CH3:27])([CH3:26])[CH3:28])=[O:23])[CH2:17]3)[C:29]2=[O:30])[CH2:9][CH2:8]1. Procedure: iso-Propylmagnesium bromide (1.0 M in THF, 1.5 mL) was slowly added to a solution of 1-tert-butyl 3-ethyl 3-{2-[(cis-4-hydroxycyclohexyl)amino]ethyl}piperidine-1,3-dicarboxylate (0.15 g, 0.38 mmol) at 0° C. and the mixture was stirred at this temperature for 1 h. The reaction was then poured into cold water and extracted with ethyl acetate, dried and concentrated to give the desired product (0.11 g, 85%). LC-MS: 353.2 (M+H)+, 297.1 (M+H-56)+. Starting materials: N1[C@H](CO)CCC1 (prolinol), [OH-].[Na+] (sodium hydroxide), ClC1=NC(=NC(=N1)NC1=CC(=C(C=C1)OC)Cl)NC1CCCCCC1 (6-Chloro-N-(3-chloro-4-methoxy-phenyl)-N′-cycloheptyl-[1,3,5]triazine-2,4-diamine). Run in C1=CC=CC=C1 (benzene). Run at temperature 25 celsius. Yields the product ClC=1C=C(C=CC1OC)NC1=NC(=NC(=N1)NC1CCCCCC1)OCC1NCCC1 (N2-(3-chloro-4-methoxyphenyl)-N4-cycloheptyl-6-(2-azolanylmethoxy)-1,3,5-triazine-2,4-diamine). As a reaction SMILES: [NH:1]1[CH2:7][CH2:6][CH2:5][C@H:2]1[CH2:3][OH:4].[OH-].[Na+].Cl[C:11]1[N:16]=[C:15]([NH:17][C:18]2[CH:23]=[CH:22][C:21]([O:24][CH3:25])=[C:20]([Cl:26])[CH:19]=2)[N:14]=[C:13]([NH:27][CH:28]2[CH2:34][CH2:33][CH2:32][CH2:31][CH2:30][CH2:29]2)[N:12]=1>C1C=CC=CC=1>[Cl:26][C:20]1[CH:19]=[C:18]([NH:17][C:15]2[N:14]=[C:13]([NH:27][CH:28]3[CH2:29][CH2:30][CH2:31][CH2:32][CH2:33][CH2:34]3)[N:12]=[C:11]([O:4][CH2:3][CH:2]3[CH2:5][CH2:6][CH2:7][NH:1]3)[N:16]=2)[CH:23]=[CH:22][C:21]=1[O:24][CH3:25] |f:1.2|. Reported procedure: A mixture of prolinol (0.0243 g, 2.27 mmol) and sodium hydroxide (95 mg, 2.27 mmol) in benzene (10 mL) was heated to reflux for 2 hours with stirring under nitrogen atmosphere and then cooled to 25° C. followed by the addition of compound 133 (0.3 g, 0.78 mmol) at same temperature. The mixture was heated to reflux for 6 hours, concentrated under vacuum and diluted with water (10 mL). The precipitated solid was filtered off and purified by column chromatography (1–2% MeOH—CHCl3) to afford the tit...